The task is: describe an organic reaction: reactants, conditions, products, and yield. This data is from the Open Reaction Database (ORD), a public repository of structured organic reaction records. The reactants are COC1=CC2=C(CC(N(CC2)CCCN(CCC2=CC(=C(C=C2)OC)OC)C)=O)C=C1OC (1-[7,8-dimethoxy-1,3,4,5-tetrahydro-2H-3-benzazepin-2-on-3-yl]-3-[N-methyl-N-(2-{3,4-dimethoxy-phenyl}-ethyl)-amino]-propane), COC1=CC=C(C=C1)P1(SP(S1)(C1=CC=C(C=C1)OC)=S)=S (2,4-bis-(4-methoxy-phenyl)-1,3-dithia-2,4-diphosphetane-2,4-disulfide). Solvent: C1(=CC=CC=C1)C (toluene). Yields the product COC1=CC2=C(CC(N(CC2)CCCN(CCC2=CC(=C(C=C2)OC)OC)C)=S)C=C1OC (1-[7,8-Dimethoxy-1,3,4,5-tetrahydro-2H-3-benzazepin-2-thion-3-yl]-3-[N-methyl-N-(2-{3,4-dimethoxy-phenyl} ethyl)-amino]-propane). Reaction SMILES: [CH3:1][O:2][C:3]1[C:31]([O:32][CH3:33])=[CH:30][C:6]2[CH2:7][C:8](=O)[N:9]([CH2:12][CH2:13][CH2:14][N:15]([CH3:28])[CH2:16][CH2:17][C:18]3[CH:23]=[CH:22][C:21]([O:24][CH3:25])=[C:20]([O:26][CH3:27])[CH:19]=3)[CH2:10][CH2:11][C:5]=2[CH:4]=1.COC1C=CC(P2(=S)SP(=S)(C3C=CC(OC)=CC=3)[S:43]2)=CC=1>C1(C)C=CC=CC=1>[CH3:1][O:2][C:3]1[C:31]([O:32][CH3:33])=[CH:30][C:6]2[CH2:7][C:8](=[S:43])[N:9]([CH2:12][CH2:13][CH2:14][N:15]([CH3:28])[CH2:16][CH2:17][C:18]3[CH:23]=[CH:22][C:21]([O:24][CH3:25])=[C:20]([O:26][CH3:27])[CH:19]=3)[CH2:10][CH2:11][C:5]=2[CH:4]=1. Procedure: 2.28 gm (0.005 mol) of 1-[7,8-dimethoxy-1,3,4,5-tetrahydro-2H-3-benzazepin-2-on-3-yl]-3-[N-methyl-N-(2-{3,4-dimethoxy-phenyl}-ethyl)-amino]-propane were dissolved in 10 ml of absolute toluene, and the solution was refluxed for 50 minutes with 1.0 gm (0.0025 mol) of 2,4-bis-(4-methoxy-phenyl)-1,3-dithia-2,4-diphosphetane-2,4-disulfide. After the solvent had been removed in vacuo in a rotary evaporator, the residue was purified on aluminium oxide with methylene chloride plus 2% ethanol as the elua...